Dataset: the Open Reaction Database (ORD), a public repository of structured organic reaction records. Task: describe an organic reaction: reactants, conditions, products, and yield Reactants: Cl (HCl), C(C)(=O)N(CC=1OC(=C(N1)C1=CC=CC=C1)C1=CC=CC=C1)C1CCC2=C(C=CC=C12)OC (1-[N-acetyl-N-[(4,5-diphenyloxazol-2-yl)methyl]amino]-2,3-dihydro-4-methoxy-1H-indene), solution. The solvent is C1CCOC1 (THF), C1CCOC1 (THF). Reaction conditions: time 1 hour. Yields the product C(C)N(CC=1OC(=C(N1)C1=CC=CC=C1)C1=CC=CC=C1)C1CCC2=C(C=CC=C12)OC (1-[N-ethyl-N-[(4,5-diphenyloxazol-2-yl)methyl]amino]-2,3-dihydro-4-methoxy-1H-indene). Yield: 121.4%. RXN SMILES: [C:1]([N:4]([CH:23]1[C:31]2[C:26](=[C:27]([O:32][CH3:33])[CH:28]=[CH:29][CH:30]=2)[CH2:25][CH2:24]1)[CH2:5][C:6]1[O:7][C:8]([C:17]2[CH:22]=[CH:21][CH:20]=[CH:19][CH:18]=2)=[C:9]([C:11]2[CH:16]=[CH:15][CH:14]=[CH:13][CH:12]=2)[N:10]=1)(=O)[CH3:2].Cl>C1COCC1>[CH2:1]([N:4]([CH:23]1[C:31]2[C:26](=[C:27]([O:32][CH3:33])[CH:28]=[CH:29][CH:30]=2)[CH2:25][CH2:24]1)[CH2:5][C:6]1[O:7][C:8]([C:17]2[CH:22]=[CH:21][CH:20]=[CH:19][CH:18]=2)=[C:9]([C:11]2[CH:12]=[CH:13][CH:14]=[CH:15][CH:16]=2)[N:10]=1)[CH3:2]. Procedure: To a solution of 1-[N-acetyl-N-[(4,5-diphenyloxazol-2-yl)methyl]amino]-2,3-dihydro-4-methoxy-1H-indene (0.40 g) in THF (10 ml) was added 1M solution of borane-THF complex in THF (9 ml) at room temperature. The reaction mixture was refluxed for 8 hours and cooled down to room temperature. 1N aqueous HCl solution (25 ml) was added to the reaction mixture. After being stirred for 1 hour at room temperature, the mixture was partitioned between ethyl acetate and 1N aqueous NaOH solution. The organic ... Reagents/catalysts: [Pd] (palladium on charcoal). Reported procedure: A mixture of 2-(5-Nitro-1-oxoisoquinolin-2(1H)-yl)ethyl acetate (2.45 g, 0.00842 mol) was dissolved in methanol (100 mL), palladium on charcoal (10%) was stirred under an atmosphere of hydrogen for 1 hour. The mixture was filtered through celite, solvent was removed to obtain the product as a light orange solid (1.98 g). MS m/z=248.0 (M+H). Reactants: C(C)(=O)OCCN1C(C2=CC=CC(=C2C=C1)[N+](=O)[O-])=O (2-(5-Nitro-1-oxoisoquinolin-2(1H)-yl)ethyl acetate). Run in CO (methanol). RXN SMILES: [C:1]([O:4][CH2:5][CH2:6][N:7]1[CH:16]=[CH:15][C:14]2[C:9](=[CH:10][CH:11]=[CH:12][C:13]=2[N+:17]([O-])=O)[C:8]1=[O:20])(=[O:3])[CH3:2]>CO.[Pd]>[C:1]([O:4][CH2:5][CH2:6][N:7]1[CH:16]=[CH:15][C:14]2[C:9](=[CH:10][CH:11]=[CH:12][C:13]=2[NH2:17])[C:8]1=[O:20])(=[O:3])[CH3:2]. Yield: 95.5%. Yields the product C(C)(=O)OCCN1C(C2=CC=CC(=C2C=C1)N)=O (2-(5-Amino-1-oxoisoquinolin-2(1H)-yl)ethyl acetate). Reactants: CS(=O)(=O)NC=1C=NC=CC1C=1C=C(C(=O)NC(C)(C)C2=CC=CC=C2)C=CC1 (3-(3-(methylsulfonamido)pyridin-4-yl)-N-(2-phenylpropan-2-yl)benzamide), C([O-])([O-])=O.[K+].[K+] (potassium carbonate), BrCCO[Si](C)(C)C(C)(C)C ((2-bromoethoxy)(tert-butyl)dimethylsilane). Run in CN(C)C=O (DMF). Conditions: temperature 80 celsius, time 4 hour. Product: [Si](C)(C)(C(C)(C)C)OCCN(S(=O)(=O)C)C=1C=NC=CC1C=1C=C(C(=O)NC(C)(C)C2=CC=CC=C2)C=CC1 (3-(3-(N-(2-(tert-butyldimethylsilyloxy)ethyl)methylsulfonamido) pyridin-4-yl)-N-(2-phenylpropan-2-yl)benzamide). RXN SMILES: [CH3:1][S:2]([NH:5][C:6]1[CH:7]=[N:8][CH:9]=[CH:10][C:11]=1[C:12]1[CH:13]=[C:14]([CH:27]=[CH:28][CH:29]=1)[C:15]([NH:17][C:18]([C:21]1[CH:26]=[CH:25][CH:24]=[CH:23][CH:22]=1)([CH3:20])[CH3:19])=[O:16])(=[O:4])=[O:3].C(=O)([O-])[O-].[K+].[K+].Br[CH2:37][CH2:38][O:39][Si:40]([C:43]([CH3:46])([CH3:45])[CH3:44])([CH3:42])[CH3:41]>CN(C=O)C>[Si:40]([O:39][CH2:38][CH2:37][N:5]([C:6]1[CH:7]=[N:8][CH:9]=[CH:10][C:11]=1[C:12]1[CH:13]=[C:14]([CH:27]=[CH:28][CH:29]=1)[C:15]([NH:17][C:18]([C:21]1[CH:22]=[CH:23][CH:24]=[CH:25][CH:26]=1)([CH3:20])[CH3:19])=[O:16])[S:2]([CH3:1])(=[O:3])=[O:4])([C:43]([CH3:46])([CH3:45])[CH3:44])([CH3:42])[CH3:41] |f:1.2.3|. Procedure details: To a mixture containing 3-(3-(methylsulfonamido)pyridin-4-yl)-N-(2-phenylpropan-2-yl)benzamide (0.20 g, 0.50 mmol), potassium carbonate (0.30 g, 2.0 mmol) and DMF (1.6 mL) was added (2-bromoethoxy)(tert-butyl)dimethylsilane (0.10 mL, 0.50 mmol) in a steady stream via syringe. The mixture was stirred at 80° C. for 4 h, cooled to room temperature, filtered, concentrated and purified on silica gel (0-10% methanol/dichloromethane, 60 min gradient) to afford 3-(3-(N-(2-(tert-butyldimethylsilyloxy)eth...